This data is from the Open Reaction Database (ORD), a public repository of structured organic reaction records. The task is: describe an organic reaction: reactants, conditions, products, and yield Product: Cc1cccc(C2=CC(=O)N(c3cccc(Cl)c3)C2=O)c1. The reactants are Cc1cccc(C2=CC(=O)OC2=O)c1, CC(=O)O, Nc1cccc(Cl)c1. RXN SMILES: [CH3:1][c:2]1[cH:3][c:4]([C:8]2=[CH:12][C:11](=[O:13])[O:10][C:9]2=[O:14])[cH:5][cH:6][cH:7]1.[CH3:23][C:24](=[O:25])[OH:26].[Cl:15][c:16]1[cH:17][c:18]([NH2:19])[cH:20][cH:21][cH:22]1>>[CH3:1][c:2]1[cH:3][c:4]([C:8]2=[CH:12][C:11](=[O:13])[N:19]([c:18]3[cH:17][c:16]([Cl:15])[cH:22][cH:21][cH:20]3)[C:9]2=[O:14])[cH:5][cH:6][cH:7]1. The reactants are P(=O)([O-])([O-])[O-].[K+].[K+].[K+] (potassium phosphate), CN1CC2=C(NC=3C=CC(=CC23)C)CC1 (2,3,4,5-tetrahydro-2,8-dimethyl-1H-pyrido[4,3-b]indole), BrC(=C(C)C1=CC=NC=C1)C (4-(3-Bromobut-2-en-2-yl)pyridine), N1[C@H](C(=O)O)CCC1 (L-proline). Reagents/catalysts: [Cu]I (copper (I) iodide). Solvent: CN(C)C=O (DMF). Run at temperature 85 celsius, time 8 hour. The product is CN1CC2=C(N(C=3C=CC(=CC23)C)\C(\C)=C(/C)\C2=CC=NC=C2)CC1 ((E)-2,8-dimethyl-5-(3-(pyridin-4-yl)but-2-en-2-yl)-2,3,4,5-tetrahydro-1H-pyrido[4,3-b]indole). As a reaction SMILES: Br[C:2]([CH3:11])=[C:3]([C:5]1[CH:10]=[CH:9][N:8]=[CH:7][CH:6]=1)[CH3:4].P([O-])([O-])([O-])=O.[K+].[K+].[K+].N1CCC[C@H]1C(O)=O.[CH3:28][N:29]1[CH2:42][CH2:41][C:32]2[NH:33][C:34]3[CH:35]=[CH:36][C:37]([CH3:40])=[CH:38][C:39]=3[C:31]=2[CH2:30]1>CN(C=O)C.[Cu]I>[CH3:28][N:29]1[CH2:42][CH2:41][C:32]2[N:33](/[C:2](=[C:3](/[C:5]3[CH:10]=[CH:9][N:8]=[CH:7][CH:6]=3)\[CH3:4])/[CH3:11])[C:34]3[CH:35]=[CH:36][C:37]([CH3:40])=[CH:38][C:39]=3[C:31]=2[CH2:30]1 |f:1.2.3.4|. Reported procedure: 4-(3-Bromobut-2-en-2-yl)pyridine (127 mg, 0.59 mmol) was dissolved in DMF (5 mL) and potassium phosphate (212 mg, 1 mmol) was added followed by copper (I) iodide (9.5 mg, 0.05 mmol) and L-proline (11.5 mg, 0.1 mmol). 2,3,4,5-tetrahydro-2,8-dimethyl-1H-pyrido[4,3-b]indole (100 mg, 0.5 mmol) was added and nitrogen gas purged for 2 min. The reaction mixture was stirred at 85° C. overnight. Water was added and the reaction mixture filtered to obtain the solid mass under vacuum. The crude product was... The reactants are ice water, Cl (hydrochloric acid), BrC=1C=CC(=C(CN(CC)C2=NC=C(C=C2)C#N)C1)OCC(=C)Cl (2-[N-(5-Bromo-2-(2-chloroprop-2-en-1-yloxy)benzyl)-N-ethylamino]-5-cyanopyridine), [N-]=[N+]=[N-].[Na+] (sodium azide), [Cl-].C(C)[NH+](CC)CC (triethylammonium chloride). The solvent is CN1C(CCC1)=O (N-methyl pyrrolidone). Run at temperature 120 celsius. Product: BrC=1C=CC(=C(CN(CC)C2=NC=C(C=C2)C2=NN=NN2)C1)OCC(=C)Cl (5-[2-(N-(5-Bromo-2-(2-chloroprop-2-en-1-yloxy)benzyl)-N-ethylamino)-5-pyridyl]-tetrazole). Isolated yield 104.2%. Reaction SMILES: [Br:1][C:2]1[CH:3]=[CH:4][C:5]([O:20][CH2:21][C:22]([Cl:24])=[CH2:23])=[C:6]([CH:19]=1)[CH2:7][N:8]([C:11]1[CH:16]=[CH:15][C:14]([C:17]#[N:18])=[CH:13][N:12]=1)[CH2:9][CH3:10].[N-:25]=[N+:26]=[N-:27].[Na+].[Cl-].C([NH+](CC)CC)C.Cl>CN1CCCC1=O>[Br:1][C:2]1[CH:3]=[CH:4][C:5]([O:20][CH2:21][C:22]([Cl:24])=[CH2:23])=[C:6]([CH:19]=1)[CH2:7][N:8]([C:11]1[CH:16]=[CH:15][C:14]([C:17]2[NH:27][N:26]=[N:25][N:18]=2)=[CH:13][N:12]=1)[CH2:9][CH3:10] |f:1.2,3.4|. Procedure: 2-[N-(5-Bromo-2-(2-chloroprop-2-en-1-yloxy)benzyl)-N-ethylamino]-5-cyanopyridine (reference example 7) (0.40 g, 0.96 mmol), in sieve-dried N-methyl pyrrolidone (10 ml) was treated with sodium azide (189 mg, 12.9 mmol) followed by triethylammonium chloride (208 mg, 1.49 mmol) and the mixture heated at 120° C. (oil bath) for 8 hours. The red solution was taken into ice/water (12 ml), acidified to pH 1-2 with concentrated hydrochloric acid, extracted with ethyl acetate (×2) and the combined extract... Starting materials: CC(C)(C)OC(=O)NC(CN)Cc1ccccc1, O=C(Cl)C1CCN(c2ccncc2)CC1. Yields the product CC(C)(C)OC(=O)NC(CNC(=O)C1CCN(c2ccncc2)CC1)Cc1ccccc1. As a reaction SMILES: [NH2:16][CH2:17][CH:18]([CH2:19][c:20]1[cH:21][cH:22][cH:23][cH:24][cH:25]1)[NH:26][C:27](=[O:28])[O:29][C:30]([CH3:31])([CH3:32])[CH3:33].[n:1]1[cH:2][cH:3][c:4]([N:7]2[CH2:8][CH2:9][CH:10]([C:13](=[O:14])[Cl:15])[CH2:11][CH2:12]2)[cH:5][cH:6]1>>[n:1]1[cH:2][cH:3][c:4]([N:7]2[CH2:8][CH2:9][CH:10]([C:13](=[O:14])[NH:16][CH2:17][CH:18]([CH2:19][c:20]3[cH:21][cH:22][cH:23][cH:24][cH:25]3)[NH:26][C:27](=[O:28])[O:29][C:30]([CH3:31])([CH3:32])[CH3:33])[CH2:11][CH2:12]2)[cH:5][cH:6]1. The product is C(C)(C)(C)OC(=O)N1CCCC2=CC(=CC=C12)C(C)N ((±)-6-(1-Aminoethyl)-3,4-dihydro-2H-quinoline-1-carboxylic acid tert-butyl ester). Procedure details: A solution of 6-(1-hydroxyimino-ethyl)-3,4-dihydro-2H-quinoline-1-carboxylic acid tert-butyl ester (1.0 g, 3.44 mmol), dissolved in MeOH (50 mL), was hydrogenated under a pressure of 40 psi in the presence of 50% RaNi/H2O (3 mL) for 5 hours. The catalyst was filtered off and the solvent evaporated. The crude amine was purified by chromatography (SiO2, 15% of 2.0M NH3/MeOH in CH3CN) to give 0.57 g (60%) of the title compound as a white solid. m.p: 73-75° C. Starting materials: C(C)(C)(C)OC(=O)N1CCCC2=CC(=CC=C12)C(C)=NO (6-(1-hydroxyimino-ethyl)-3,4-dihydro-2H-quinoline-1-carboxylic acid tert-butyl ester). As a reaction SMILES: [C:1]([O:5][C:6]([N:8]1[C:17]2[C:12](=[CH:13][C:14]([C:18](=[N:20]O)[CH3:19])=[CH:15][CH:16]=2)[CH2:11][CH2:10][CH2:9]1)=[O:7])([CH3:4])([CH3:3])[CH3:2]>CO.[Ni].O>[C:1]([O:5][C:6]([N:8]1[C:17]2[C:12](=[CH:13][C:14]([CH:18]([NH2:20])[CH3:19])=[CH:15][CH:16]=2)[CH2:11][CH2:10][CH2:9]1)=[O:7])([CH3:4])([CH3:2])[CH3:3] |f:2.3|. The solvent is CO (MeOH). Isolated yield 60.0%. The reagents and catalysts are [Ni].O (RaNi H2O).